This data is from the Open Reaction Database (ORD), a public repository of structured organic reaction records. The task is: describe an organic reaction: reactants, conditions, products, and yield Conditions: temperature 32 celsius, time 8 hour. Reactants: MgSO4.7H2O, OP(=O)(O)[O-].[K+] (KH2PO4), CC1=C(SC=[N+]1CC=2C=NC(=NC2N)C)CCO (thiamine), N (ammonia), N[C@@H]([C@@H](C)CC)C(=O)O (L-isoleucine), O=C[C@H](O)[C@@H](O)[C@H](O)[C@H](O)CO (glucose), S(=O)(=O)(O)O.N (ammonia sulfate), MnSO4.7H2O. Procedure details: The novel strain 382 and its parent strain 237 were cultivated with shaking at 32° C. for 8 hours in L-broth. Then, 60 ml of the resulted seed culture were inoculated into 1 liter jar fermenter containing 0.5 L of the a fermentation media, followed by culturing with stirring at 700 rpm at 32° C. and aeration rate 0.5 liter/min. The fermentation medium contained 100 g glucose, 9 g ammonia sulfate, 1 g KH2PO4, 0.4 g MgSO4.7H2O 0.02 g FeSO4.7H2O, 0.02 g MnSO4.7H2O, 0.2 g total nitrogen of Soybean h... Yields the product N[C@@H](CCCNC(N)=N)C(=O)O (arginine), O=C[C@H](O)[C@@H](O)[C@H](O)[C@H](O)CO (glucose). Solvent: O (water). As a reaction SMILES: [O:1]=[CH:2][C@@H:3]([C@H:5]([C@@H:7]([C@@H:9]([CH2:11][OH:12])[OH:10])[OH:8])[OH:6])[OH:4].S(O)(O)(=O)=O.[NH3:18].OP([O-])(O)=O.[K+].[NH2:25][C@H:26]([C:31]([OH:33])=[O:32])[C@H:27]([CH2:29][CH3:30])C.CC1[N+](CC2C=NC(C)=[N:45][C:46]=2[NH2:47])=CSC=1CCO.N>O>[NH2:25][C@H:26]([C:31]([OH:33])=[O:32])[CH2:27][CH2:29][CH2:30][NH:47][C:46](=[NH:45])[NH2:18].[O:1]=[CH:2][C@@H:3]([C@H:5]([C@@H:7]([C@@H:9]([CH2:11][OH:12])[OH:10])[OH:8])[OH:6])[OH:4] |f:1.2,3.4|. Reactants: CN1CCN(c2ccc(CN)cc2)CC1, CCN=C=NCCCN(C)C, O=C(O)c1n[nH]cc1-c1ccc(Cl)cc1Cl, CN(C)C=O, On1nnc2ccccc21. The product is CN1CCN(c2ccc(CNC(=O)c3n[nH]cc3-c3ccc(Cl)cc3Cl)cc2)CC1. Reaction SMILES: [CH3:17][N:18]1[CH2:19][CH2:20][N:21]([c:24]2[cH:25][cH:26][c:27]([CH2:28][NH2:29])[cH:30][cH:31]2)[CH2:22][CH2:23]1.[CH3:32][CH2:33][N:34]=[C:35]=[N:36][CH2:37][CH2:38][CH2:39][N:40]([CH3:41])[CH3:42].[Cl:1][c:2]1[c:3](-[c:9]2[c:10]([C:14](=[O:15])[OH:16])[n:11][nH:12][cH:13]2)[cH:4][cH:5][c:6]([Cl:8])[cH:7]1.[O:53]=[CH:54][N:55]([CH3:56])[CH3:57].[OH:43][n:44]1[c:45]2[c:46]([cH:47][cH:48][cH:49][cH:50]2)[n:51][n:52]1>>[Cl:1][c:2]1[c:3](-[c:9]2[c:10]([C:14](=[O:16])[NH:29][CH2:28][c:27]3[cH:26][cH:25][c:24]([N:21]4[CH2:20][CH2:19][N:18]([CH3:17])[CH2:23][CH2:22]4)[cH:31][cH:30]3)[n:11][nH:12][cH:13]2)[cH:4][cH:5][c:6]([Cl:8])[cH:7]1. The reactants are NC=1C(=NC=NC1Cl)Cl (5-amino-4,6-dichloro-pyrimidine), C(C1=CC=CC=C1)(=O)N=C=S (benzoyl isothiocyanate). Run in CC(=O)C (acetone). Reaction conditions: temperature 25 celsius. The product is ClC=1C2=C(N=CN1)SC(=N2)NC(C2=CC=CC=C2)=O (N-(7-chloro-thiazolo[5,4-d]pyrimidin-2-yl)-benzamide). The yield is 88.8%. As a reaction SMILES: [NH2:1][C:2]1[C:3]([Cl:9])=[N:4][CH:5]=[N:6][C:7]=1Cl.[C:10]([N:18]=[C:19]=[S:20])(=[O:17])[C:11]1[CH:16]=[CH:15][CH:14]=[CH:13][CH:12]=1>CC(C)=O>[Cl:9][C:3]1[C:2]2[N:1]=[C:19]([NH:18][C:10](=[O:17])[C:11]3[CH:12]=[CH:13][CH:14]=[CH:15][CH:16]=3)[S:20][C:7]=2[N:6]=[CH:5][N:4]=1. Reported procedure: A mixture of 5-amino-4,6-dichloro-pyrimidine (5.0 g, 30.49 mmol) in acetone (30 mL) at 25° C. was treated with benzoyl isothiocyanate (5.5 g, 33.54 mmol). The mixture was stirred at reflux for 6 h and then was cooled to 25° C. The resulting solids were collected by filtration, washed with acetone and petroleum ether and dried in vacuo to afford N-(7-chloro-thiazolo[5,4-d]pyrimidin-2-yl)-benzamide (7.87 g, 79%) as an off-white solid. The NMR spectrum obtained on the sample is compatible with its ...